This data is from the Open Reaction Database (ORD), a public repository of structured organic reaction records. The task is: describe an organic reaction: reactants, conditions, products, and yield RXN SMILES: [C:1]([NH:5][C:6]([C:8]1[C:16]2[C:11](=[N:12][CH:13]=[C:14]([C:17]3[C:25]4[C:20](=[CH:21][CH:22]=[C:23]([O:26][CH:27]([F:29])[F:28])[CH:24]=4)[NH:19][N:18]=3)[N:15]=2)[N:10]([CH2:30][O:31][CH2:32][CH2:33][Si:34]([CH3:37])([CH3:36])[CH3:35])[CH:9]=1)=[O:7])([CH3:4])([CH3:3])[CH3:2].Cl[CH2:39][CH2:40][C:41]([N:43]([CH3:45])[CH3:44])=[O:42].C(=O)([O-])[O-].[Cs+].[Cs+]>CN(C)C=O>[C:1]([NH:5][C:6]([C:8]1[C:16]2[C:11](=[N:12][CH:13]=[C:14]([C:17]3[C:25]4[C:20](=[CH:21][CH:22]=[C:23]([O:26][CH:27]([F:28])[F:29])[CH:24]=4)[N:19]([CH2:39][CH2:40][C:41]([N:43]([CH3:45])[CH3:44])=[O:42])[N:18]=3)[N:15]=2)[N:10]([CH2:30][O:31][CH2:32][CH2:33][Si:34]([CH3:37])([CH3:36])[CH3:35])[CH:9]=1)=[O:7])([CH3:4])([CH3:3])[CH3:2] |f:2.3.4|. Starting materials: C(C)(C)(C)NC(=O)C1=CN(C2=NC=C(N=C21)C2=NNC1=CC=C(C=C21)OC(F)F)COCC[Si](C)(C)C (N-tert-Butyl-2-(5-(difluoromethoxy)-1H-indazol-3-yl)-5-((2-(trimethylsilyl)ethoxy)methyl)-5H-pyrrolo[2,3-b]pyrazine-7-carboxamide), ClCCC(=O)N(C)C (3-chloro-N,N-dimethylpropanamide), C([O-])([O-])=O.[Cs+].[Cs+] (cesium carbonate). The yield is 59.1%. Procedure: N-tert-Butyl-2-(5-(difluoromethoxy)-1H-indazol-3-yl)-5-((2-(trimethylsilyl)ethoxy)methyl)-5H-pyrrolo[2,3-b]pyrazine-7-carboxamide (100 mg, 188 μmol), 3-chloro-N,N-dimethylpropanamide (25.6 mg, 188 μmol) and cesium carbonate (184 mg, 565 mmol) in dimethylformamide (2 mL) were heated in a microwave at 150° C. for 30 min. The mixture was cooled, partitioned between ethyl acetate and water, washed with water 3 times, dried and concentrated in vacuo. Purification by chromatography (silica, 24 g Analo... Product: C(C)(C)(C)NC(=O)C1=CN(C2=NC=C(N=C21)C2=NN(C1=CC=C(C=C21)OC(F)F)CCC(=O)N(C)C)COCC[Si](C)(C)C (N-tert-butyl-2-(5-(difluoromethoxy)-1-(3-(dimethylamino)-3-oxopropyl)-1H-indazol-3-yl)-5-((2-(trimethylsilyl)ethoxy)methyl)-5H-pyrrolo[2,3-b]pyrazine-7-carboxamide). The solvent is CN(C=O)C (dimethylformamide). Starting materials: FC1=CC=C(C=C1)C1=C(N=C(S1)C)C(=O)Cl (5-(4-fluoro-phenyl)-2-methyl-thiazole-4-carbonyl chloride), O1C(=CC2=C1C=CC=C2)C(=O)C2NCCCC2 ((RS)-1-benzofuran-2-yl-1-piperidin-2-yl-methanone), D9. The product is O1C(=CC2=C1C=CC=C2)C(=O)C2N(CCCC2)C(=O)C=2N=C(SC2C2=CC=C(C=C2)F)C ((RS)-1-Benzofuran-2-yl-1-(1-{1-[5-(4-fluoro-phenyl)-2-methyl-thiazol-4-yl]-methanoyl}-piperidin-2-yl)-methanone). Reaction SMILES: [F:1][C:2]1[CH:7]=[CH:6][C:5]([C:8]2[S:12][C:11]([CH3:13])=[N:10][C:9]=2[C:14](Cl)=[O:15])=[CH:4][CH:3]=1.[O:17]1[C:21]2[CH:22]=[CH:23][CH:24]=[CH:25][C:20]=2[CH:19]=[C:18]1[C:26]([CH:28]1[CH2:33][CH2:32][CH2:31][CH2:30][NH:29]1)=[O:27]>>[O:17]1[C:21]2[CH:22]=[CH:23][CH:24]=[CH:25][C:20]=2[CH:19]=[C:18]1[C:26]([CH:28]1[CH2:33][CH2:32][CH2:31][CH2:30][N:29]1[C:14]([C:9]1[N:10]=[C:11]([CH3:13])[S:12][C:8]=1[C:5]1[CH:6]=[CH:7][C:2]([F:1])=[CH:3][CH:4]=1)=[O:15])=[O:27]. Procedure details: The title compound was prepared, using the method of Example 1, from 5-(4-fluoro-phenyl)-2-methyl-thiazole-4-carbonyl chloride (0.1 g, 0.39 mmol) and (RS)-1-benzofuran-2-yl-1-piperidin-2-yl-methanone, D9 (0.1 g, 0.43 mmol) as a colourless solid (0.074 g, 43%) Starting materials: COc1cccc(CNC(=O)C2(CCCCBr)c3ccccc3-c3ccccc32)c1, c1ccc2nc(N3CCNCC3)ccc2c1. The product is COc1cccc(CNC(=O)C2(CCCCN3CCN(c4ccc5ccccc5n4)CC3)c3ccccc3-c3ccccc32)c1. RXN SMILES: [CH3:1][O:2][c:3]1[cH:4][c:5]([CH2:6][NH:7][C:8](=[O:9])[C:10]2([CH2:23][CH2:24][CH2:25][CH2:26][Br:27])[c:11]3[cH:12][cH:13][cH:14][cH:15][c:16]3-[c:17]3[cH:18][cH:19][cH:20][cH:21][c:22]32)[cH:28][cH:29][cH:30]1.[N:31]1([c:37]2[n:38][c:39]3[cH:40][cH:41][cH:42][cH:43][c:44]3[cH:45][cH:46]2)[CH2:32][CH2:33][NH:34][CH2:35][CH2:36]1>>[CH3:1][O:2][c:3]1[cH:4][c:5]([CH2:6][NH:7][C:8](=[O:9])[C:10]2([CH2:23][CH2:24][CH2:25][CH2:26][N:34]3[CH2:33][CH2:32][N:31]([c:37]4[n:38][c:39]5[cH:40][cH:41][cH:42][cH:43][c:44]5[cH:45][cH:46]4)[CH2:36][CH2:35]3)[c:11]3[cH:12][cH:13][cH:14][cH:15][c:16]3-[c:17]3[cH:18][cH:19][cH:20][cH:21][c:22]32)[cH:28][cH:29][cH:30]1. The reactants are C1CCOC1, [Li]CCCC, [Cl-], Nc1nc(Cl)c2cnn(Cc3ccccc3F)c2n1, [NH4+], c1cscn1, c1ccc(P(c2ccccc2)(c2ccccc2)[Pd](P(c2ccccc2)(c2ccccc2)c2ccccc2)(P(c2ccccc2)(c2ccccc2)c2ccccc2)P(c2ccccc2)(c2ccccc2)c2ccccc2)cc1. Yields the product Nc1nc(-c2nccs2)c2cnn(Cc3ccccc3F)c2n1. RXN SMILES: [CH2:30]1[O:31][CH2:32][CH2:33][CH2:34]1.[CH3:6][CH2:7][CH2:8][CH2:9][Li:10].[Cl-:35].[Cl:11][c:12]1[c:13]2[c:14]([n:15][c:16]([NH2:18])[n:17]1)[n:19]([CH2:22][c:23]1[c:24]([F:29])[cH:25][cH:26][cH:27][cH:28]1)[n:20][cH:21]2.[NH4+:36].[cH:1]1[cH:2][s:3][cH:4][n:5]1.[cH:37]1[cH:38][cH:39][c:40]([P:41]([Pd:42]([P:43]([c:44]2[cH:45][cH:46][cH:47][cH:48][cH:49]2)([c:50]2[cH:51][cH:52][cH:53][cH:54][cH:55]2)[c:56]2[cH:57][cH:58][cH:59][cH:60][cH:61]2)([P:62]([c:63]2[cH:64][cH:65][cH:66][cH:67][cH:68]2)([c:69]2[cH:70][cH:71][cH:72][cH:73][cH:74]2)[c:75]2[cH:76][cH:77][cH:78][cH:79][cH:80]2)[P:81]([c:82]2[cH:83][cH:84][cH:85][cH:86][cH:87]2)([c:88]2[cH:89][cH:90][cH:91][cH:92][cH:93]2)[c:94]2[cH:95][cH:96][cH:97][cH:98][cH:99]2)([c:100]2[cH:101][cH:102][cH:103][cH:104][cH:105]2)[c:106]2[cH:107][cH:108][cH:109][cH:110][cH:111]2)[cH:112][cH:113]1>>[cH:1]1[cH:2][s:3][c:4](-[c:12]2[c:13]3[c:14]([n:15][c:16]([NH2:18])[n:17]2)[n:19]([CH2:22][c:23]2[c:24]([F:29])[cH:25][cH:26][cH:27][cH:28]2)[n:20][cH:21]3)[n:5]1.